The task is: describe an organic reaction: reactants, conditions, products, and yield. This data is from the Open Reaction Database (ORD), a public repository of structured organic reaction records. The reactants are COC(C)(OC)C1=CC2=C(C(=NC=C2C(=O)O)OC)O1 (2-(1,1-Dimethoxyethyl)-7-methoxyfuro[2,3-c]pyridine-4-carboxylic acid), C1=CC(=CC=C1[N+](=O)[O-])O (p-nitrophenol), Cl.CN(CCCN=C=NCC)C (1-(3-dimethylaminopropyl)-3-ethylcarbodiimide hydrochloride). Reagents/catalysts: CN(C1=CC=NC=C1)C (4-dimethylaminopyridine). The solvent is ClCCl (dichloromethane), ClCCl (dichloromethane). The product is [N+](=O)([O-])C1=CC=C(C=C1)OC(=O)C=1C2=C(C(=NC1)OC)OC(=C2)C(C)(OC)OC (2-(1,1-dimethoxyethyl)-7-methoxyfuro[2,3-c]pyridine-4-carboxylic acid 4-nitrophenyl ester), [N+](=O)([O-])C1=CC=C(C=C1)OC(=O)C=1C2=C(C(=NC1)OC)OC(=C2)C(C)=O (2-acetyl-7-methoxyfuro[2,3-c]pyridine-4-carboxylic acid 4-nitrophenyl ester). As a reaction SMILES: [CH3:1][O:2][C:3]([C:7]1[O:20][C:10]2[C:11]([O:18][CH3:19])=[N:12][CH:13]=[C:14]([C:15]([OH:17])=[O:16])[C:9]=2[CH:8]=1)([O:5][CH3:6])[CH3:4].[CH:21]1[C:26]([N+:27]([O-:29])=[O:28])=[CH:25][CH:24]=[C:23]([OH:30])[CH:22]=1.Cl.CN(C)CCCN=C=NCC>CN(C)C1C=CN=CC=1.ClCCl>[N+:27]([C:26]1[CH:21]=[CH:22][C:23]([O:16][C:15]([C:14]2[C:9]3[CH:8]=[C:7]([C:3]([O:5][CH3:6])([O:2][CH3:1])[CH3:4])[O:20][C:10]=3[C:11]([O:18][CH3:19])=[N:12][CH:13]=2)=[O:17])=[CH:24][CH:25]=1)([O-:29])=[O:28].[N+:27]([C:26]1[CH:25]=[CH:24][C:23]([O:30][C:15]([C:14]2[C:9]3[CH:8]=[C:7]([C:3](=[O:2])[CH3:4])[O:20][C:10]=3[C:11]([O:18][CH3:19])=[N:12][CH:13]=2)=[O:16])=[CH:22][CH:21]=1)([O-:29])=[O:28] |f:2.3|. Reported procedure: 2-(1,1-Dimethoxyethyl)-7-methoxyfuro[2,3-c]pyridine-4-carboxylic acid (0.66 g), p-nitrophenol (0.32 g), 1-(3-dimethylaminopropyl)-3-ethylcarbodiimide hydrochloride (0.49 g) and 4-dimethylaminopyridine (catalytic) in dry dichloromethane (40 ml) were stirred overnight at room temperature. The mixture was diluted with dichloromethane (50 ml), washed with water (100 ml), dried over magnesium sulfate, filtered and the solvent removed in vacuo. Purification by column chromatography on silica eluting w... Reactants: [BH4-], O=Cc1ccc(Br)cn1, C1CCOC1, CCO, [Na+]. The product is OCc1ccc(Br)cn1. RXN SMILES: [BH4-:10].[Br:1][c:2]1[cH:3][cH:4][c:5]([CH:8]=[O:9])[n:6][cH:7]1.[CH2:12]1[O:13][CH2:14][CH2:15][CH2:16]1.[CH3:17][CH2:18][OH:19].[Na+:11]>>[Br:1][c:2]1[cH:3][cH:4][c:5]([CH2:8][OH:9])[n:6][cH:7]1. The reactants are [BH-](OC(=O)C)(OC(=O)C)OC(=O)C.[Na+] (NaBH(OAc)3), BrC=1N=CC(=NC1)N (5-bromo-2-pyrazinamine), C(C)OC(=O)C1(CCN(CC1)C(=O)OC(C)(C)C)CC=O (4-(2-oxo-ethyl)-piperidine-1,4-dicarboxylic acid 1-tert-butyl ester 4-ethyl ester), C(C)(=O)O (acetic acid). Run in C(Cl)Cl (DCM), ClC(C)Cl (DCE), ClC(C)Cl (dichloroethane). Product: C(C)OC(=O)C1(CCN(CC1)C(=O)OC(C)(C)C)CCNC1=NC=C(N=C1)Br (4-[2-(5-Bromo-pyrazin-2-ylamino)-ethyl]-piperidine-1,4-dicarboxylic acid 1-tert-butyl ester 4-ethyl ester). Yield: 92.5%. As a reaction SMILES: [Br:1][C:2]1[N:3]=[CH:4][C:5]([NH2:8])=[N:6][CH:7]=1.[CH2:9]([O:11][C:12]([C:14]1([CH2:27][CH:28]=O)[CH2:19][CH2:18][N:17]([C:20]([O:22][C:23]([CH3:26])([CH3:25])[CH3:24])=[O:21])[CH2:16][CH2:15]1)=[O:13])[CH3:10].C(O)(=O)C.[BH-](OC(C)=O)(OC(C)=O)OC(C)=O.[Na+]>ClC(Cl)C.C(Cl)Cl>[CH2:9]([O:11][C:12]([C:14]1([CH2:27][CH2:28][NH:8][C:5]2[CH:4]=[N:3][C:2]([Br:1])=[CH:7][N:6]=2)[CH2:19][CH2:18][N:17]([C:20]([O:22][C:23]([CH3:26])([CH3:25])[CH3:24])=[O:21])[CH2:16][CH2:15]1)=[O:13])[CH3:10] |f:3.4|. Reported procedure: To a solution of 5-bromo-2-pyrazinamine (0.35 g, 2.01 mmol) in 1-2 dichloroethane (DCE, 5.0 mL) was added a solution of 4-(2-oxo-ethyl)-piperidine-1,4-dicarboxylic acid 1-tert-butyl ester 4-ethyl ester (0.722 g, 2.41 mmol) in DCE (2.0 mL), acetic acid (3.1 eq) and allowed to stir at room temperature for an hour. NaBH(OAc)3 (3.0 eq.) was then added in one portion and reaction mixture was allowed to stir at room temperature for 16 hours. The reaction mixture was then diluted with DCM (5 mL), quenc... The reactants are CC(C#C)O (3-butyn-2-ol), O(C1=CC=CC=C1)C(=O)NOC(=O)OC1=CC=CC=C1 (N,O-bis(phenoxycarbonyl)hydroxylamine), C1(=CC=CC=C1)P(C1=CC=CC=C1)C1=CC=CC=C1 (triphenylphosphine), CCOC(=O)/N=N/C(=O)OCC (diethylazodicarboxylate). The solvent is C1CCOC1 (THF). Run at time 2 hour. Yields the product O(C1=CC=CC=C1)C(=O)N(OC(=O)OC1=CC=CC=C1)C(C)C#C (N,O-bis(phenoxycarbonyl)-N-(3-butyn-2-yl)hydroxylamine). Isolated yield 88.1%. RXN SMILES: [CH3:1][CH:2](O)[C:3]#[CH:4].[O:6]([C:13]([NH:15][O:16][C:17]([O:19][C:20]1[CH:25]=[CH:24][CH:23]=[CH:22][CH:21]=1)=[O:18])=[O:14])[C:7]1[CH:12]=[CH:11][CH:10]=[CH:9][CH:8]=1.C1(P(C2C=CC=CC=2)C2C=CC=CC=2)C=CC=CC=1.CCOC(/N=N/C(OCC)=O)=O>C1COCC1>[O:6]([C:13]([N:15]([CH:3]([C:2]#[CH:1])[CH3:4])[O:16][C:17]([O:19][C:20]1[CH:21]=[CH:22][CH:23]=[CH:24][CH:25]=1)=[O:18])=[O:14])[C:7]1[CH:8]=[CH:9][CH:10]=[CH:11][CH:12]=1. Reported procedure: To a 0° C. solution in THF (200 mL) of 3-butyn-2-ol (3.00 g, 42.9 mmol), N,O-bis(phenoxycarbonyl)hydroxylamine (11.7 g, 42.9 mmol), and triphenylphosphine (11.7 g, 42.9 mmol), was added dropwise diethylazodicarboxylate (7.40 g, 42.8 mmol). The reaction mixture was stirred for 2 hours at 0°-5° C. and then was concentrated almost to dryness. The residue was diluted with ethyl acetate, the solids were filtered off, and the flitrate was concentrated in vacuo. Chromatography on silica gel (5% ethyl a... Reactants: C(C)(C)(C)OC(=O)N1CC(N(CC1)CC1=CC(=CC=C1)C1=NC(=NC=C1)Cl)CC (4-[3-(2-Chloro-pyrimidin-4-yl)-benzyl]-3-ethyl-piperazine-1-carboxylic acid tert-butyl ester), FC=1C=C(C=C(C1)F)CCN (2-(3,5-difluoro-phenyl)-ethylamine). Product: FC=1C=C(C=C(C1)F)CCNC1=NC=CC(=N1)C1=CC(=CC=C1)CN1[C@H](CNCC1)CC ([2-(3,5-Difluoro-phenyl)-ethyl]-{4-[3-(2(S)-ethyl-piperazin-1-ylmethyl)-phenyl]-pyrimidin-2-yl}-amine). Reaction SMILES: C(OC([N:8]1[CH2:13][CH2:12][N:11]([CH2:14][C:15]2[CH:20]=[CH:19][CH:18]=[C:17]([C:21]3[CH:26]=[CH:25][N:24]=[C:23](Cl)[N:22]=3)[CH:16]=2)[CH:10]([CH2:28][CH3:29])[CH2:9]1)=O)(C)(C)C.[F:30][C:31]1[CH:32]=[C:33]([CH2:38][CH2:39][NH2:40])[CH:34]=[C:35]([F:37])[CH:36]=1>>[F:30][C:31]1[CH:32]=[C:33]([CH2:38][CH2:39][NH:40][C:23]2[N:22]=[C:21]([C:17]3[CH:18]=[CH:19][CH:20]=[C:15]([CH2:14][N:11]4[CH2:12][CH2:13][NH:8][CH2:9][C@@H:10]4[CH2:28][CH3:29])[CH:16]=3)[CH:26]=[CH:25][N:24]=2)[CH:34]=[C:35]([F:37])[CH:36]=1. Reported procedure: Intermediate 112 was coupled with 2-(3,5-difluoro-phenyl)-ethylamine following procedure F. The enantiomers of this product were separated by chiral HPLC, with compound 195 coming from the first peak to elute. The resulting product was deprotected following procedure G2. LC-MS showed the product had the expected M+H+ of 439. 1H NMR (Varian 300 MHz, CD3OD, shifts relative to the solvent peak at 3.3 ppm) δ 8.74 (s, 1H), 8.38 (d, 2H), 7.97 (d, 1H), 7.71 (m, 2H), 7.00 (d, 2H), 6.74 (s, 1H), 4.58 (m,...